Dataset: the Open Reaction Database (ORD), a public repository of structured organic reaction records. Task: describe an organic reaction: reactants, conditions, products, and yield The reactants are CC(=O)C1=CC(=C(C=C1O)O)OC (2,4-dihydroxy-5-methoxyacetophenone), C(=O)([O-])[O-].[K+].[K+] (K2CO3), ClCCCBr (3-chlorobromopropane), CC(=O)C (acetone). Run in O (H2O). Product: ClCCCOC1=CC(=C(C=C1OC)C(C)=O)O (1-[4-(3-Chloropropoxy)-2-hydroxy-5-methoxyphenyl]ethanone). The yield is 70.3%. As a reaction SMILES: [CH3:1][C:2]([C:4]1[C:9]([OH:10])=[CH:8][C:7]([OH:11])=[C:6]([O:12][CH3:13])[CH:5]=1)=[O:3].C([O-])([O-])=O.[K+].[K+].[Cl:20][CH2:21][CH2:22][CH2:23]Br.CC(C)=O>O>[Cl:20][CH2:21][CH2:22][CH2:23][O:11][C:7]1[C:6]([O:12][CH3:13])=[CH:5][C:4]([C:2](=[O:3])[CH3:1])=[C:9]([OH:10])[CH:8]=1 |f:1.2.3|. Procedure details: A mixture of 2,4-dihydroxy-5-methoxyacetophenone (1.4 g, 7.7 mmol), K2CO3 (1.4 g, 10.0 mmol), 3-chlorobromopropane (1.6 g, 10.0 mmol) and acetone (25 mL) was stirred and refluxed under N2 for 16 hours. The reaction was poured into H2O, and the aqueous suspension was extracted with ethyl acetate. The extract was washed (H2O, brine) dried (MgSO4) and concentrated to yield 1.4 g of an off-white solid. Recrystallization twice from ethanol afforded 0.4 g of the alkylated phenol as a solid, m.p. 99°-1... Reactants: O1C(CCCC1)ONC(=O)[C@@H](C\C=C\C1=CC=CC=C1)[C@H](C(=O)NNCC(C)C)CC(C)C ((E)-2(R)-[1(S)-[(tetrahydro-2(RS)-pyranyloxy)-carbamoyl]-4-phenyl-3-butenyl]-2′-isobutyl-4-methylvalerohydrazide), C(C)N1CCOCC1 (N-ethylmorpholine), ClC(=O)OCC(C)C (isobutyl chloroformate), CN([C@@H](C)C(=O)O)C(=O)OC(C)(C)C (N-methyl-N-tert.-butoxycarbonyl-L-alanine). Solvent: O1CCCC1 (tetrahydrofuran), C(C)(=O)OCC (ethyl acetate). Conditions: temperature -10 celsius, time 10 minute. Product: C(C(C)C)N(NC(CCC(C)C)=O)C([C@@H](N(C(=O)OC(C)(C)C)C)C)=O (2′-isobutyl-4-methyl-2′-(N-methyl-N-tert.-butoxycarbonyl-L-alanyl)valerohydrazide). As a reaction SMILES: [CH3:1][N:2]([C:8]([O:10][C:11]([CH3:14])([CH3:13])[CH3:12])=[O:9])[C@H:3]([C:5]([OH:7])=O)[CH3:4].C(N1CCOCC1)C.ClC(OCC(C)C)=O.O1CCCCC1ONC([C@H]([C@@H:51]([CH2:60][CH:61]([CH3:63])[CH3:62])[C:52]([NH:54][NH:55][CH2:56][CH:57]([CH3:59])[CH3:58])=[O:53])C/C=C/C1C=CC=CC=1)=O>O1CCCC1.C(OCC)(=O)C>[CH2:56]([N:55]([C:5](=[O:7])[C@H:3]([CH3:4])[N:2]([CH3:1])[C:8]([O:10][C:11]([CH3:14])([CH3:13])[CH3:12])=[O:9])[NH:54][C:52](=[O:53])[CH2:51][CH2:60][CH:61]([CH3:63])[CH3:62])[CH:57]([CH3:59])[CH3:58]. Procedure details: A solution of 0.233 g of N-methyl-N-tert.-butoxycarbonyl-L-alanine in 10 ml of tetrahydrofuran was cooled to −10° C. and treated with 0.140 ml of N-ethylmorpholine and 0.143 ml of isobutyl chloroformate. The mixture was stirred for a further 10 minutes at −10° C. and then treated with 0.459 g of (E)-2(R)-[1(S)-[(tetrahydro-2(RS)-pyranyloxy)-carbamoyl]-4-phenyl-3-butenyl]-2′-isobutyl-4-methylvalerohydrazide. The mixture was allowed to warm to 0° C. and stirring was continued for 45 minutes. The m... The reactants are CC1CCCN1CCCOc1ccc(N2C(=O)CCC2CN(Cc2ccccc2)Cc2ccccc2)cc1, CO, [OH-], [OH-], [Pd+2]. The product is CC1CCCN1CCCOc1ccc(N2C(=O)CCC2CN)cc1. As a reaction SMILES: [CH2:1]([N:8]([CH2:2][c:3]1[cH:4][cH:5][cH:6][cH:7][cH:9]1)[CH2:16][CH:17]1[CH2:18][CH2:19][C:20](=[O:38])[N:21]1[c:22]1[cH:23][cH:24][c:25]([O:28][CH2:29][CH2:30][CH2:31][N:32]2[CH:33]([CH3:37])[CH2:34][CH2:35][CH2:36]2)[cH:26][cH:27]1)[c:10]1[cH:11][cH:12][cH:13][cH:14][cH:15]1.[CH3:39][OH:40].[OH-:41].[OH-:43].[Pd+2:42]>>[NH2:8][CH2:16][CH:17]1[CH2:18][CH2:19][C:20](=[O:38])[N:21]1[c:22]1[cH:23][cH:24][c:25]([O:28][CH2:29][CH2:30][CH2:31][N:32]2[CH:33]([CH3:37])[CH2:34][CH2:35][CH2:36]2)[cH:26][cH:27]1. Reactants: [BH4-], CCO, CC1(CCl)CC1(Cl)Cl, ClC(Cl)Cl, [K+], N#CSc1ccc(N)c([N+](=O)[O-])c1, [Na+], [OH-], O. The product is CC1(CSc2ccc(N)c([N+](=O)[O-])c2)CC1(Cl)Cl. Reaction SMILES: [BH4-:14].[CH3:26][CH2:27][OH:28].[Cl:18][C:19]1([Cl:25])[C:20]([CH3:22])([CH2:23][Cl:24])[CH2:21]1.[Cl:29][CH:30]([Cl:31])[Cl:32].[K+:17].[N+:1](=[O:2])([O-:3])[c:4]1[c:5]([NH2:6])[cH:7][cH:8][c:9]([S:11][C:12]#[N:13])[cH:10]1.[Na+:15].[OH-:16].[OH2:33]>>[N+:1](=[O:2])([O-:3])[c:4]1[c:5]([NH2:6])[cH:7][cH:8][c:9]([S:11][CH2:12][C:20]2([CH3:22])[C:19]([Cl:18])([Cl:25])[CH2:21]2)[cH:10]1. Reactants: C(C)(C)S(=O)(=O)Cl (isopropylsulphonyl chloride), C(C)(C)S(=O)(=O)Cl (isopropylsulphonyl chloride), C(C)(C)S(=O)(=O)Cl (Isopropylsulphonyl chloride), NCC1=NC(=C2N=CN(C2=N1)[C@@H]1O[C@@H]([C@H]([C@H]1O)O)COC)NCC(C1=CC=CC=C1)C1=CC=CC=C1 ((2R,3R,4S,5R)-2-{2-(aminomethyl)-6-[(2,2-diphenylethyl)amino}-9H-purin-9-yl}-5-(methoxymethyl)tetrahydro-3,4-furandiol). Solvent: N1=C(C=CC=C1C)C (lutidine), N1=C(C=CC=C1C)C (2,6-lutidine). Run at time 24 hour. The product is O[C@H]1[C@@H](O[C@@H]([C@H]1O)COC)N1C2=NC(=NC(=C2N=C1)NCC(C1=CC=CC=C1)C1=CC=CC=C1)CNS(=O)(=O)C(C)C (N-({9-[(2R,3R,4S,5R)-3,4-Dihydroxy-5-(methoxymethyl)tetrahydro-2-furanyl]-6-[(2,2-diphenylethyl)amino]-9H-purin-2-yl}methyl)-2-propanesulfonamide). Isolated yield 24.7%. As a reaction SMILES: [CH:1]([S:4](Cl)(=[O:6])=[O:5])([CH3:3])[CH3:2].[NH2:8][CH2:9][C:10]1[N:18]=[C:17]2[C:13]([N:14]=[CH:15][N:16]2[C@H:19]2[C@H:23]([OH:24])[C@H:22]([OH:25])[C@@H:21]([CH2:26][O:27][CH3:28])[O:20]2)=[C:12]([NH:29][CH2:30][CH:31]([C:38]2[CH:43]=[CH:42][CH:41]=[CH:40][CH:39]=2)[C:32]2[CH:37]=[CH:36][CH:35]=[CH:34][CH:33]=2)[N:11]=1>N1C(C)=CC=CC=1C>[OH:24][C@@H:23]1[C@H:22]([OH:25])[C@@H:21]([CH2:26][O:27][CH3:28])[O:20][C@H:19]1[N:16]1[CH:15]=[N:14][C:13]2[C:17]1=[N:18][C:10]([CH2:9][NH:8][S:4]([CH:1]([CH3:3])[CH3:2])(=[O:6])=[O:5])=[N:11][C:12]=2[NH:29][CH2:30][CH:31]([C:38]1[CH:39]=[CH:40][CH:41]=[CH:42][CH:43]=1)[C:32]1[CH:37]=[CH:36][CH:35]=[CH:34][CH:33]=1. Procedure details: Isopropylsulphonyl chloride (120 mg, 0.84 mmol) was added to a stirred solution of (2R,3R,4S,5R)-2-{2-(aminomethyl)-6-[(2,2-diphenylethyl)amino}-9H-purin-9-yl}-5-(methoxymethyl)tetrahydro-3,4-furandiol (408 mg, 0.8 mmol) (example 1) in 2,6-lutidine (10 ml). The mixture was stirred at room temperature for 24 hr followed by stirring at 50° C. for a further 5 days. A second portion of isopropylsulphonyl chloride (120 mg, 0.84 mmol) and lutidine (4 ml) were added and the reaction stirred at 50° C. f... Reactants: CCO, Clc1c2ccccc2nc2c1cnn2-c1ccccn1, Cl. Yields the product O=c1c2ccccc2[nH]c2c1cnn2-c1ccccn1. Reaction SMILES: [CH3:21][CH2:22][OH:23].[Cl:1][c:2]1[c:3]2[c:4]([n:5][c:6]3[cH:7][cH:8][cH:9][cH:10][c:11]13)[n:12](-[c:15]1[n:16][cH:17][cH:18][cH:19][cH:20]1)[n:13][cH:14]2.[ClH:24]>>[c:2]1(=[O:23])[c:3]2[c:4]([nH:5][c:6]3[cH:7][cH:8][cH:9][cH:10][c:11]13)[n:12](-[c:15]1[n:16][cH:17][cH:18][cH:19][cH:20]1)[n:13][cH:14]2.